The task is: describe an organic reaction: reactants, conditions, products, and yield. This data is from the Open Reaction Database (ORD), a public repository of structured organic reaction records. The reactants are BrC=1C=C(C=CC1)NC1=NC=NC2=CC=C(C=C12)NC(C=CCBr)=O (4-Bromo-but-2-enoic acid [4-(3-bromo-phenylamino)-quinazolin-6-yl]-amide), CNC (dimethylamine), C(C)(=O)OCC (ethyl acetate), C([O-])(O)=O.[Na+] (sodium bicarbonate). Run in O1CCCC1 (tetrahydrofuran), CN(C=O)C (N,N-dimethylformamide), O1CCCC1 (tetrahydrofuran). Reaction conditions: time 2 hour. Yields the product BrC=1C=C(C=CC1)NC1=NC=NC2=CC=C(C=C12)NC(C=CCN(C)C)=O (4-Dimethylamino-but-2-enoic acid [4-(3-bromo-phenylamino)-quinazolin-6-yl]-amide). Yield: 44.0%. Reaction SMILES: [CH3:1][NH:2][CH3:3].[Br:4][C:5]1[CH:6]=[C:7]([NH:11][C:12]2[C:21]3[C:16](=[CH:17][CH:18]=[C:19]([NH:22][C:23](=[O:28])[CH:24]=[CH:25][CH2:26]Br)[CH:20]=3)[N:15]=[CH:14][N:13]=2)[CH:8]=[CH:9][CH:10]=1.C(OCC)(=O)C.C(=O)(O)[O-].[Na+]>O1CCCC1.CN(C)C=O>[Br:4][C:5]1[CH:6]=[C:7]([NH:11][C:12]2[C:21]3[C:16](=[CH:17][CH:18]=[C:19]([NH:22][C:23](=[O:28])[CH:24]=[CH:25][CH2:26][N:2]([CH3:3])[CH3:1])[CH:20]=3)[N:15]=[CH:14][N:13]=2)[CH:8]=[CH:9][CH:10]=1 |f:3.4|. Reported procedure: Twenty five milliliters of 2N dimethylamine in tetrahydrofuran were stirred and cooled in an ice bath, and a solution of 1.16 g (2.5 mmoles) of 4-Bromo-but-2-enoic acid [4-(3-bromo-phenylamino)-quinazolin-6-yl]-amide in 20 mL of tetrahydrofuran and 10 mL of N,N-dimethylformamide was added dropwise. After stirring for 2 hours, 45 mL of ethyl acetate and 30 mL of saturated aqueous sodium bicarbonate were added, and the layers were separated. The organic layer was extracted with 25 mL of brine, dri... The reactants are BrC=1C(=C(C=O)C(=CC1)F)OC (3-bromo-6-fluoro-2-methoxy-benzaldehyde), solution, C(CCC)[Li] (n-butyllithium), C1=CC=C2C(=C1)C=CO2 (2,3-benzofuran), [Cl-].[NH4+] (ammonium chloride). Run in O1CCCC1 (tetrahydrofuran), CCCCCC (hexane), O1CCCC1 (tetrahydrofuran), O (Water). Conditions: time 10 minute. Product: O1C2=C(C=C1C(O)C1=C(C(=CC=C1F)Br)OC)C=CC=C2 (Benzo[b]furan-2-yl-(3-bromo-6-fluoro-2-methoxy-phenyl)-methanol). Isolated yield 66.4%. RXN SMILES: C([Li])CCC.[CH:6]1[CH:11]=[C:10]2[CH:12]=[CH:13][O:14][C:9]2=[CH:8][CH:7]=1.[Br:15][C:16]1[C:17]([O:25][CH3:26])=[C:18]([C:21]([F:24])=[CH:22][CH:23]=1)[CH:19]=[O:20].[Cl-].[NH4+]>CCCCCC.O1CCCC1.O>[O:14]1[C:13]([CH:19]([C:18]2[C:21]([F:24])=[CH:22][CH:23]=[C:16]([Br:15])[C:17]=2[O:25][CH3:26])[OH:20])=[CH:12][C:10]2[CH:11]=[CH:6][CH:7]=[CH:8][C:9]1=2 |f:3.4|. Reported procedure: In an atmosphere of nitrogen gas, 3.56 ml of a 2.66 M solution of n-butyllithium in hexane was added to a solution of 1.12 g of 2,3-benzofuran in 10 ml tetrahydrofuran at −78° C. After stirring at the same temperature for 10 minutes, the mixture was stirred under ice-cooling for 15 minutes and was then stirred at −78° C. for 8 minutes. Then, a solution of 2 g of 3-bromo-6-fluoro-2-methoxy-benzaldehyde in 3.5 ml tetrahydrofuran was added dropwise at the same temperature. After stirring at the sam... Reactants: COC=1C=C2C(=CC=NC2=CC1OC)OC1=CC=C(N)C=C1 (4-[(6,7-Dimethoxy-4-quinolyl)oxy]aniline), ClC(Cl)(OC(OC(Cl)(Cl)Cl)=O)Cl (triphosgene), C([O-])(O)=O.[Na+] (sodium bicarbonate), CN(CCCCCCO)C (6-(dimethylamino)-1-hexanol). Solvent: C(C)N(CC)CC (triethylamine), C1(=CC=CC=C1)C (toluene), C(Cl)Cl (methylene chloride). Product: COC=1C=C2C(=CC=NC2=CC1OC)OC1=CC=C(C=C1)NC(OCCCCCCN(C)C)=O (6-(Dimethylamino)hexyl N-{4-[(6,7-dimethoxy-4-quinolyl)oxy]phenyl}carbamate). Yield: 39.3%. As a reaction SMILES: [CH3:1][O:2][C:3]1[CH:4]=[C:5]2[C:10](=[CH:11][C:12]=1[O:13][CH3:14])[N:9]=[CH:8][CH:7]=[C:6]2[O:15][C:16]1[CH:22]=[CH:21][C:19]([NH2:20])=[CH:18][CH:17]=1.Cl[C:24](Cl)([O:26][C:27](=[O:33])OC(Cl)(Cl)Cl)Cl.[CH3:35][N:36]([CH3:44])[CH2:37][CH2:38][CH2:39][CH2:40][CH2:41]CO.C(=O)(O)[O-].[Na+]>C(Cl)Cl.C(N(CC)CC)C.C1(C)C=CC=CC=1>[CH3:1][O:2][C:3]1[CH:4]=[C:5]2[C:10](=[CH:11][C:12]=1[O:13][CH3:14])[N:9]=[CH:8][CH:7]=[C:6]2[O:15][C:16]1[CH:22]=[CH:21][C:19]([NH:20][C:27](=[O:33])[O:26][CH2:24][CH2:41][CH2:40][CH2:39][CH2:38][CH2:37][N:36]([CH3:44])[CH3:35])=[CH:18][CH:17]=1 |f:3.4|. Procedure details: 4-[(6,7-Dimethoxy-4-quinolyl)oxy]aniline (50 mg) was added to toluene (5 ml), and triethylamine (0.5 ml), and the mixture was heated under reflux to prepare a solution. A solution of triphosgene (77 mg) in methylene chloride was then added thereto, and the mixture was heated under reflux for 10 min. Next, 6-(dimethylamino)-1-hexanol (38 mg) was added thereto, and the mixture was further stirred with heating under reflux for 3 hr. A saturated aqueous sodium bicarbonate solution was added to stop ... RXN SMILES: [C:1]([c:2]1[cH:3][cH:4][cH:5][cH:6][cH:7]1)(=[O:8])[c:9]1[cH:10][n:11][n:12]2[c:13]1[n:14][cH:15][cH:16][c:17]2-[c:18]1[cH:19][c:20]([NH:24][CH:25]=[O:26])[cH:21][cH:22][cH:23]1.[CH2:29]([CH3:30])[I:31].[CH3:32][N:33]([CH3:34])[CH:35]=[O:36].[H-:27].[Na+:28]>>[C:1]([c:2]1[cH:3][cH:4][cH:5][cH:6][cH:7]1)(=[O:8])[c:9]1[cH:10][n:11][n:12]2[c:13]1[n:14][cH:15][cH:16][c:17]2-[c:18]1[cH:19][c:20]([N:24]([CH:25]=[O:26])[CH2:29][CH3:30])[cH:21][cH:22][cH:23]1. Yields the product CCN(C=O)c1cccc(-c2ccnc3c(C(=O)c4ccccc4)cnn23)c1. Starting materials: O=CNc1cccc(-c2ccnc3c(C(=O)c4ccccc4)cnn23)c1, CCI, CN(C)C=O, [H-], [Na+]. The reactants are FC(C1N(CCC(C1)C(=O)O)C(=O)OC)F (2-(Difluoromethyl)-1-(methoxycarbonyl)piperidine-4-carboxylic acid), FC(C1N(CCC(C1)C(=O)O)C(=O)OC)F (2-(Difluoromethyl)-1-(methoxycarbonyl)piperidine-4-carboxylic acid), N1(C=NC=C1)C(=O)N1C=NC=C1 (di(1H-imidazol-1-yl)methanone), C(C)OC(CC(=O)[O-])=O.[K+] (potassium 3-ethoxy-3-oxopropanoate), C(C)OC(CC(=O)[O-])=O.[K+] (potassium 3-ethoxy-3-oxopropanoate), [Cl-].[Mg+2].[Cl-] (magnesium chloride), [NH4+].[Cl-] (NH4Cl), [Cl-].[Mg+2].[Cl-] (magnesium chloride). Run in CN1C(CNC2=C1C(=O)N=C(N2)N)CNC3=CC=C(C=C3)C(=O)NC(CCC(=O)O)C(=O)O (methyl THF), CN1C(CNC2=C1C(=O)N=C(N2)N)CNC3=CC=C(C=C3)C(=O)NC(CCC(=O)O)C(=O)O (methyl THF), CN1C(CNC2=C1C(=O)N=C(N2)N)CNC3=CC=C(C=C3)C(=O)NC(CCC(=O)O)C(=O)O (methyl THF), C(Cl)Cl (DCM). Run at time 3 hour. Yields the product FC([C@@H]1N(CC[C@H](C1)C(CC(=O)OCC)=O)C(=O)OC)F (Trans-methyl 2-(difluoromethyl)-4-(3-ethoxy-3-oxopropanoyl)piperidine-1-carboxylate), FC([C@@H]1N(CC[C@@H](C1)C(CC(=O)OCC)=O)C(=O)OC)F (cis-methyl 2-(difluoromethyl)-4-(3-ethoxy-3-oxopropanoyl)-piperidine-1-carboxylate). The yield is 48.0%. Reaction SMILES: [F:1][CH:2]([F:16])[CH:3]1[CH2:8][CH:7]([C:9]([OH:11])=O)[CH2:6][CH2:5][N:4]1[C:12]([O:14][CH3:15])=[O:13].N1(C(N2C=CN=C2)=O)C=CN=C1.[CH2:29]([O:31][C:32](=[O:37])[CH2:33][C:34]([O-:36])=O)[CH3:30].[K+].[Cl-].[Mg+2].[Cl-].[NH4+].[Cl-]>CN1C2C(N=C(N)NC=2NCC1CNC1C=CC(C(NC(C(O)=O)CCC(O)=O)=O)=CC=1)=O.C(Cl)Cl>[F:16][CH:2]([F:1])[C@H:3]1[CH2:8][C@H:7]([C:9](=[O:11])[CH2:33][C:32]([O:31][CH2:29][CH3:30])=[O:37])[CH2:6][CH2:5][N:4]1[C:12]([O:14][CH3:15])=[O:13].[F:16][CH:2]([F:1])[C@H:3]1[CH2:8][C@@H:7]([C:34](=[O:36])[CH2:33][C:32]([O:31][CH2:29][CH3:30])=[O:37])[CH2:6][CH2:5][N:4]1[C:12]([O:14][CH3:15])=[O:13] |f:2.3,4.5.6,7.8|. Procedure details: 2-(Difluoromethyl)-1-(methoxycarbonyl)piperidine-4-carboxylic acid (2.2 g, 9.27 mmol) (reference compound 39) was dissolved in methyl THF (60 mL) under nitrogen atmosphere and di(1H-imidazol-1-yl)methanone (2.256 g, 13.91 mmol) was added. The suspension was stirred at room temperature for 3 h (flask 1). In a separate flask was potassium 3-ethoxy-3-oxopropanoate (2.84 g, 16.69 mmol) suspended in methyl THF (60 mL) and magnesium chloride (1.590 g, 16.69 mmol) was added. The suspension was stirred ... Starting materials: OCc1cccn1Cc1ccccc1, C[N+]1([O-])CCOCC1, CCC[N+](CCC)(CCC)CCC, O=C(O)c1cc2sc(Cl)cc2[nH]1, ClCCl, O=[Ru](=O)(=O)[O-]. Product: O=Cc1cccn1Cc1ccccc1. Reaction SMILES: [CH2:1]([c:2]1[cH:3][cH:4][cH:5][cH:6][cH:7]1)[n:8]1[c:9]([CH2:13][OH:14])[cH:10][cH:11][cH:12]1.[CH3:27][N+:28]1([O-:29])[CH2:30][CH2:31][O:32][CH2:33][CH2:34]1.[CH3:43][CH2:44][CH2:45][N+:46]([CH2:47][CH2:48][CH3:49])([CH2:50][CH2:51][CH3:52])[CH2:53][CH2:54][CH3:55].[Cl:15][c:16]1[s:17][c:18]2[cH:19][c:20]([C:21]([OH:22])=[O:23])[nH:24][c:25]2[cH:26]1.[Cl:35][CH2:36][Cl:37].[O-:38][Ru:39](=[O:40])(=[O:41])=[O:42]>>[CH2:1]([c:2]1[cH:3][cH:4][cH:5][cH:6][cH:7]1)[n:8]1[c:9]([CH:13]=[O:14])[cH:10][cH:11][cH:12]1. Yield: 97.8%. Reported procedure: 20.2 g (100 mmoles) of 4-(pyrazol-1-yl)phenylacetic acid are dissolved in 400 ml of carbon tetrachloride. 16 g of bromine (200 mmoles) in 400 ml of carbon tetrachloride are added dropwise, with ice cooling, to the resulting solution. After subsequent stirring for half an hour at room temperature, washing with sodium dithionite solution is effected; this is followed by drying with sodium sulfate and, finally, by evaporation to dryness to obtain 27.5 g (98% of theory) of 4-(4-bromo-pyrazol-1-yl)ph... RXN SMILES: [N:1]1([C:6]2[CH:11]=[CH:10][C:9]([CH2:12][C:13]([OH:15])=[O:14])=[CH:8][CH:7]=2)[CH:5]=[CH:4][CH:3]=[N:2]1.[Br:16]Br>C(Cl)(Cl)(Cl)Cl>[Br:16][C:4]1[CH:3]=[N:2][N:1]([C:6]2[CH:7]=[CH:8][C:9]([CH2:12][C:13]([OH:15])=[O:14])=[CH:10][CH:11]=2)[CH:5]=1. Product: BrC=1C=NN(C1)C1=CC=C(C=C1)CC(=O)O (4-(4-bromo-pyrazol-1-yl)phenylacetic acid). Reactants: N1(N=CC=C1)C1=CC=C(C=C1)CC(=O)O (4-(pyrazol-1-yl)phenylacetic acid), BrBr (bromine). Run in C(Cl)(Cl)(Cl)Cl (carbon tetrachloride), C(Cl)(Cl)(Cl)Cl (carbon tetrachloride).